The task is: describe an organic reaction: reactants, conditions, products, and yield. This data is from the Open Reaction Database (ORD), a public repository of structured organic reaction records. Starting materials: Brc1ccc(Br)nc1, CO, Cl. The product is COc1ccc(Br)cn1. Reaction SMILES: [Br:1][c:2]1[n:3][cH:4][c:5]([Br:8])[cH:6][cH:7]1.[CH3:10][OH:11].[ClH:9]>>[c:2]1([O:11][CH3:10])[n:3][cH:4][c:5]([Br:8])[cH:6][cH:7]1. Starting materials: FC=1C=C(C=CC1OC1=C2C(=NC=C1)C=C(S2)C=2N=CN(C2)CCOC)NC(CC(=O)NC2=CC=CC=C2)=O (N1-(3-Fluoro-4-(2-(1-(2-methoxyethyl)-1H-imidazol-4-yl)thieno[3,2-b]pyridin-7-yloxy)phenyl)-N3-phenylmalonamide), B(Br)(Br)Br (BBr3). The solvent is C(Cl)Cl (DCM), C(Cl)Cl (DCM). Run at temperature 0 celsius, time 30 minute. Product: FC=1C=C(C=CC1OC1=C2C(=NC=C1)C=C(S2)C=2N=CN(C2)CCO)NC(CC(=O)NC2=CC=CC=C2)=O (N1-(3-Fluoro-4-(2-(1-(2-hydroxyethyl)-1H-imidazol-4-yl)thieno[3,2-b]pyridin-7-yloxy)phenyl)-N3-phenylmalonamide). Yield: 31.4%. RXN SMILES: [F:1][C:2]1[CH:3]=[C:4]([NH:27][C:28](=[O:39])[CH2:29][C:30]([NH:32][C:33]2[CH:38]=[CH:37][CH:36]=[CH:35][CH:34]=2)=[O:31])[CH:5]=[CH:6][C:7]=1[O:8][C:9]1[CH:14]=[CH:13][N:12]=[C:11]2[CH:15]=[C:16]([C:18]3[N:19]=[CH:20][N:21]([CH2:23][CH2:24][O:25]C)[CH:22]=3)[S:17][C:10]=12.B(Br)(Br)Br>C(Cl)Cl>[F:1][C:2]1[CH:3]=[C:4]([NH:27][C:28](=[O:39])[CH2:29][C:30]([NH:32][C:33]2[CH:38]=[CH:37][CH:36]=[CH:35][CH:34]=2)=[O:31])[CH:5]=[CH:6][C:7]=1[O:8][C:9]1[CH:14]=[CH:13][N:12]=[C:11]2[CH:15]=[C:16]([C:18]3[N:19]=[CH:20][N:21]([CH2:23][CH2:24][OH:25])[CH:22]=3)[S:17][C:10]=12. Procedure details: To a solution of 91 (85 mg, 0.156 mmol) in dry DCM (2 mL) was added, at −78° C., BBr3 (0.6 mL, 4 eq, 0.62 mmol, 1M soln in DCM) and the reaction mixture was slowly warmed to 0° C. and allowed to stir at 0° C. for 30 mins. The reaction mixture was quenched with MeOH and the solvents were removed under reduced pressure. Purification by column chromatography (Gilson, 25% MeOH in water to 75% MeOH in water) afforded title compound 89 (26 mg, 27% yield). MS (m/z): 532.1 (M+H). Starting materials: C(C=C)N1[C@H](CC[C@@H]1C1=CC(=C(C=C1)Cl)[N+](=O)[O-])C1=CC(=C(C=C1)Cl)[N+](=O)[O-] ((2R,5R)-1-allyl-2,5-bis(4-chloro-3-nitrophenyl)pyrrolidine), O (water). Reagents/catalysts: C1=CC=C(C=C1)P(C2=CC=CC=C2)C3=CC=CC=C3.C1=CC=C(C=C1)P(C2=CC=CC=C2)C3=CC=CC=C3.C1=CC=C(C=C1)P(C2=CC=CC=C2)C3=CC=CC=C3.[Cl-].[Rh] (Tris(triphenylphosphine)rhodium(I) chloride). Solvent: C(C)#N (acetonitrile). Conditions: temperature 100 celsius. Product: ClC1=C(C=C(C=C1)[C@@H]1N[C@H](CC1)C1=CC(=C(C=C1)Cl)[N+](=O)[O-])[N+](=O)[O-] ((2R,5R)-2,5-bis(4-chloro-3-nitrophenyl)pyrrolidine). The yield is 73.4%. Reaction SMILES: C([N:4]1[C@@H:8]([C:9]2[CH:14]=[CH:13][C:12]([Cl:15])=[C:11]([N+:16]([O-:18])=[O:17])[CH:10]=2)[CH2:7][CH2:6][C@@H:5]1[C:19]1[CH:24]=[CH:23][C:22]([Cl:25])=[C:21]([N+:26]([O-:28])=[O:27])[CH:20]=1)C=C.O>C(#N)C.C1C=CC(P(C2C=CC=CC=2)C2C=CC=CC=2)=CC=1.C1C=CC(P(C2C=CC=CC=2)C2C=CC=CC=2)=CC=1.C1C=CC(P(C2C=CC=CC=2)C2C=CC=CC=2)=CC=1.[Cl-].[Rh]>[Cl:15][C:12]1[CH:13]=[CH:14][C:9]([C@H:8]2[CH2:7][CH2:6][C@H:5]([C:19]3[CH:24]=[CH:23][C:22]([Cl:25])=[C:21]([N+:26]([O-:28])=[O:27])[CH:20]=3)[NH:4]2)=[CH:10][C:11]=1[N+:16]([O-:18])=[O:17] |f:3.4.5.6.7|. Procedure details: The product from Example 115A (2.0 g, 4.74 mmol) was dissolved in acetonitrile (40 mL) and water (4 mL) and treated with Tris(triphenylphosphine)rhodium(I) chloride (0.219 g, 0.237 mmol). The mixture was heated at 100° C. and nitrogen was bubbled through the solution for 3 hours. The mixture was partitioned between 5% sodium bicarbonate solution and ethyl acetate, then the organics were concentrated and the product purified by combiflash 80 g silica column eluting with dichloromethane to give 1.... The reactants are NC1=CC=2C3=C(C(NC2C=C1)=O)NC=C3.Cl.C(C)C(=O)O (8-amino-4-oxo-4,5-dihydro-3H-pyrrolo[2,3-c]quinoline 1-ethyl carboxylate hydrochloride), [N+](=O)([O-])C1=CC=C(C=C1)S(=O)(=O)Cl (4-nitro-benzenesulfonyl chloride). The product is [N+](=O)([O-])C1=CC=C(C=C1)S(=O)(=O)NC1=CC=2C3=C(C(NC2C=C1)=O)NC=C3.C(C)C(=O)[O-] (8-(4-nitro-benzenesulfonylamino)-4-oxo-4,5-dihydro-3H-pyrrolo[2,3-c]quinoline 1-ethyl carboxylate). Yield: 5.5%. RXN SMILES: [NH2:1][C:2]1[CH:11]=[CH:10][C:9]2[NH:8][C:7](=[O:12])[C:6]3[NH:13][CH:14]=[CH:15][C:5]=3[C:4]=2[CH:3]=1.Cl.[CH2:17]([C:19]([OH:21])=[O:20])[CH3:18].[N+:22]([C:25]1[CH:30]=[CH:29][C:28]([S:31](Cl)(=[O:33])=[O:32])=[CH:27][CH:26]=1)([O-:24])=[O:23]>>[N+:22]([C:25]1[CH:26]=[CH:27][C:28]([S:31]([NH:1][C:2]2[CH:11]=[CH:10][C:9]3[NH:8][C:7](=[O:12])[C:6]4[NH:13][CH:14]=[CH:15][C:5]=4[C:4]=3[CH:3]=2)(=[O:33])=[O:32])=[CH:29][CH:30]=1)([O-:24])=[O:23].[CH2:17]([C:19]([O-:21])=[O:20])[CH3:18] |f:0.1.2,4.5|. Procedure details: This compound is prepared according to synthesis 43, from 60 mg (0.20 mmol) of 8-amino-4-oxo-4,5-dihydro-3H-pyrrolo[2,3-c]quinoline-1-ethyl carboxylate hydrochloride (synthesis 64) and 45 mg (0.21 mmol) of 4-nitro-benzenesulfonyl chloride. After purification by preparative LCMS, 5 mg (6%) of 8-(4-nitro-benzenesulfonylamino)-4-oxo-4,5-dihydro-3H-pyrrolo[2,3-c]quinoline-1-ethyl carboxylate is obtained in the form of a light brown solid. The reactants are [N+](=O)([O-])C1=CC(=C(C(=C1)[N+](=O)[O-])O)N (4,6-dinitro-2-amino-phenol), COC1=C(N)C=CC=C1 (2-methoxy aniline). Yields the product [N+](=O)([O-])C1=CC=C(N)C=C1 (4-nitro aniline), 4-amino-4'-nitro-diphenylamine-2'-sulphonic acid. Reaction SMILES: [N+]([C:4]1[CH:9]=[C:8]([N+:10]([O-:12])=[O:11])[C:7](O)=[C:6](N)[CH:5]=1)([O-])=O.COC1C=CC=CC=1[NH2:19]>>[N+:10]([C:8]1[CH:7]=[CH:6][C:5]([NH2:19])=[CH:4][CH:9]=1)([O-:12])=[O:11]. Procedure: If, in Example 10, the 4,6-dinitro-2-amino-phenol is replaced by 12.3 parts of 2-methoxy aniline and the 4-nitro aniline by 30.9 parts of 4-amino-4'-nitro-diphenylamine-2'-sulphonic acid, one obtains a dyestuff which dyes leathers from different tanning processes in shades which are much more yellow. Reactants: C1(=CC=CC=C1)N=C=O (phenyl isocyanate). Solvent: CCCCCC (n-hexane). Yields the product C1(=CC=CC=C1)N=C=NC1=CC=CC=C1 (diphenyl carbodiimide). RXN SMILES: [C:1]1([N:7]=[C:8]=O)[CH:6]=[CH:5][CH:4]=[CH:3][CH:2]=1>CCCCCC>[C:1]1([N:7]=[C:8]=[N:7][C:1]2[CH:6]=[CH:5][CH:4]=[CH:3][CH:2]=2)[CH:6]=[CH:5][CH:4]=[CH:3][CH:2]=1. Reported procedure: A mixture of 3,619 g. of the copolymer prepared as described in Example 2 and a solution of 30.5 g. of phenyl isocyanate in 100 ml. of n-hexane was heated under reflux for 9.25 hours. At the end of this time the solid catalyst was removed by filtration and the filtrate was evaporated to dryness to yield diphenyl carbodiimide. An infrared spectrum of the product revealed only a trace of unreacted isocyanate. In contrast, a solution of phenyl isocyanate in n-hexane, heated under reflux for the sam...